This data is from the Open Reaction Database (ORD), a public repository of structured organic reaction records. The task is: describe an organic reaction: reactants, conditions, products, and yield The product is C(C)(=O)O.C(CCCCCCC)NC=1NC(=NC(N1)(C)C)NCCC1=CC=CC=C1 (4-Octylamino-3,6-dihydro-6,6-dimethyl-2-phenethylamino-1,3,5-triazine acetate). RXN SMILES: C[OH:2].Cl.Cl.Cl.[CH2:6]([NH:14][C:15]([NH:17][C:18]([NH:20][CH2:21][CH2:22][CH2:23][CH2:24][CH2:25][CH2:26][CH2:27][CH3:28])=[NH:19])=[NH:16])[CH2:7][C:8]1[CH:13]=[CH:12][CH:11]=[CH:10][CH:9]=1.[CH3:29][C:30]([CH3:32])=[O:31]>>[C:30]([OH:2])(=[O:31])[CH3:32].[CH2:21]([NH:20][C:18]1[NH:17][C:15]([NH:14][CH2:6][CH2:7][C:8]2[CH:13]=[CH:12][CH:11]=[CH:10][CH:9]=2)=[N:16][C:30]([CH3:32])([CH3:29])[N:19]=1)[CH2:22][CH2:23][CH2:24][CH2:25][CH2:26][CH2:27][CH3:28] |f:2.3.4,6.7|. Procedure details: 150 ml of methanol, 150 ml of acetone and 0.8 ml of concentrated hydrochloric acid were added to 13.1 g (33.6 mmol) of N1-phenethyl-N5-octyl-biguanide dihydrochloride. The mixture was refluxed for 24 hours, and the solvent was distilled off under reduced pressure. The residue was dissolved in 150 ml of ethanol, and to the solution were added 100 ml of water and 13 ml of 5N aqueous sodium hydroxide. The mixture was refluxed for 1.5 hours, concentrated under reduced pressure, and extracted with et... Starting materials: CO (methanol), Cl (hydrochloric acid), Cl.Cl.C(CC1=CC=CC=C1)NC(=N)NC(=N)NCCCCCCCC (N1-phenethyl-N5-octyl-biguanide dihydrochloride), CC(=O)C (acetone). Reactants: ClC(C(=O)C1=CC=C2CN(C3=C(CN21)C=CC=C3)C(=O)C3=CC(=C(C=C3)C3=C(C=CC=C3)C)C)(Cl)Cl (2,2,2-Trichloro-1-{10-[(2,2′-dimethyl-1,1′-biphenyl-4-yl)carbonyl]-10,11-dihydro-5H-pyrrolo[2,1-c][1,4]benzodiazepin-3-yl}ethanone), FC(C=1C=C(CN)C=CC1)(F)F (3-trifluoromethylbenzylamine). The product is CC1=C(C=CC(=C1)C(=O)N1CC=2N(CC3=C1C=CC=C3)C(=CC2)C(=O)NCC2=CC(=CC=C2)C(F)(F)F)C2=C(C=CC=C2)C (10-[(2,2′-DIMETHYL-1,1′-BIPHENYL-4-YL)CARBONYL]-N-[3-(TRIFLUOROMETHYL)BENZYL]-10,11-DIHYDRO-5H-PYRROLO[2,1-C][1,4]BENZODIAZEPINE-3-CARBOXAMIDE). Reaction SMILES: ClC(Cl)(Cl)[C:3]([C:5]1[N:14]2[C:8]([CH2:9][N:10]([C:19]([C:21]3[CH:26]=[CH:25][C:24]([C:27]4[CH:32]=[CH:31][CH:30]=[CH:29][C:28]=4[CH3:33])=[C:23]([CH3:34])[CH:22]=3)=[O:20])[C:11]3[CH:18]=[CH:17][CH:16]=[CH:15][C:12]=3[CH2:13]2)=[CH:7][CH:6]=1)=[O:4].[F:37][C:38]([F:48])([F:47])[C:39]1[CH:40]=[C:41]([CH:44]=[CH:45][CH:46]=1)[CH2:42][NH2:43]>>[CH3:34][C:23]1[CH:22]=[C:21]([C:19]([N:10]2[C:11]3[CH:18]=[CH:17][CH:16]=[CH:15][C:12]=3[CH2:13][N:14]3[C:5]([C:3]([NH:43][CH2:42][C:41]4[CH:44]=[CH:45][CH:46]=[C:39]([C:38]([F:47])([F:48])[F:37])[CH:40]=4)=[O:4])=[CH:6][CH:7]=[C:8]3[CH2:9]2)=[O:20])[CH:26]=[CH:25][C:24]=1[C:27]1[CH:32]=[CH:31][CH:30]=[CH:29][C:28]=1[CH3:33]. Reported procedure: The title compound was synthesized in the manner of Example 13 from 2,2,2-trichloro-1-{10-[(2,2′-dimethyl-1,1′-biphenyl-4-yl)carbonyl]-10,11-dihydro-5H-pyrrolo[2,1-c][1,4]benzodiazepin-3-yl}ethanone of Example 6 and 3-trifluoromethylbenzylamine, m.p. 171-173° C. MS [(+)ESI, m/z]: 592 [M+H]+ Starting materials: CN(C)CC1CC=2C=CC(=CC2CC1)N (6-((dimethylamino)methyl)-5,6,7,8-tetrahydronaphthalen-2-amine), ClC1=CC=C(C=C1)C=1C=C(NC1)C(=O)O (4-(4-chlorophenyl)-1H-pyrrole-2-carboxylic acid). Yields the product ClC1=CC=C(C=C1)C=1C=C(NC1)C(=O)NC1=CC=2CCC(CC2C=C1)CN(C)C (4-(4-chlorophenyl)-N-(6-((dimethylamino)methyl)-5,6,7,8-tetrahydronaphthalen-2-yl)-1H-pyrrole-2-carboxamide). RXN SMILES: [CH3:1][N:2]([CH2:4][CH:5]1[CH2:14][CH2:13][C:12]2[CH:11]=[C:10]([NH2:15])[CH:9]=[CH:8][C:7]=2[CH2:6]1)[CH3:3].[Cl:16][C:17]1[CH:22]=[CH:21][C:20]([C:23]2[CH:24]=[C:25]([C:28](O)=[O:29])[NH:26][CH:27]=2)=[CH:19][CH:18]=1>>[Cl:16][C:17]1[CH:22]=[CH:21][C:20]([C:23]2[CH:24]=[C:25]([C:28]([NH:15][C:10]3[CH:9]=[CH:8][C:7]4[CH2:6][CH:5]([CH2:4][N:2]([CH3:1])[CH3:3])[CH2:14][CH2:13][C:12]=4[CH:11]=3)=[O:29])[NH:26][CH:27]=2)=[CH:19][CH:18]=1. Procedure: Following preparation as described in WO03087046, 6-((dimethylamino)methyl)-5,6,7,8-tetrahydronaphthalen-2-amine was converted to the title compound (8 mg) by acylation with 4-(4-chlorophenyl)-1H-pyrrole-2-carboxylic acid (25 mg) following the procedure described in step C of Example 1. MS (ESI) 408 (M+H)+. Reactants: CS(C)=O, CC(Nc1ncc(C#N)c2[nH]c3ccc(F)cc3c12)C1CC1, [K+], [K+], O=C([O-])[O-], OO. The product is CC(Nc1ncc(C(N)=O)c2[nH]c3ccc(F)cc3c12)C1CC1. As a reaction SMILES: [CH3:31][S:32]([CH3:33])=[O:34].[CH:1]1([CH:4]([CH3:5])[NH:6][c:7]2[n:8][cH:9][c:10]([C:21]#[N:22])[c:11]3[nH:12][c:13]4[cH:14][cH:15][c:16]([F:20])[cH:17][c:18]4[c:19]23)[CH2:2][CH2:3]1.[K+:23].[K+:24].[O-:25][C:26]([O-:27])=[O:28].[OH:29][OH:30]>>[CH:1]1([CH:4]([CH3:5])[NH:6][c:7]2[n:8][cH:9][c:10]([C:21]([NH2:22])=[O:25])[c:11]3[nH:12][c:13]4[cH:14][cH:15][c:16]([F:20])[cH:17][c:18]4[c:19]23)[CH2:2][CH2:3]1. Yields the product N#CCN1CCC(OCc2cc(C(F)(F)F)cc(C(F)(F)F)c2)C(c2ccccc2)C1. Starting materials: N#CCBr, Cl, FC(F)(F)c1cc(COC2CCNCC2c2ccccc2)cc(C(F)(F)F)c1. As a reaction SMILES: [Br:30][CH2:31][C:32]#[N:33].[ClH:1].[F:2][C:3]([c:4]1[cH:5][c:6]([CH2:7][O:8][CH:9]2[CH:10]([c:15]3[cH:16][cH:17][cH:18][cH:19][cH:20]3)[CH2:11][NH:12][CH2:13][CH2:14]2)[cH:21][c:22]([C:24]([F:25])([F:26])[F:27])[cH:23]1)([F:28])[F:29]>>[F:2][C:3]([c:4]1[cH:5][c:6]([CH2:7][O:8][CH:9]2[CH:10]([c:15]3[cH:16][cH:17][cH:18][cH:19][cH:20]3)[CH2:11][N:12]([CH2:31][C:32]#[N:33])[CH2:13][CH2:14]2)[cH:21][c:22]([C:24]([F:25])([F:26])[F:27])[cH:23]1)([F:28])[F:29].